From a dataset of the Open Reaction Database (ORD), a public repository of structured organic reaction records. describe an organic reaction: reactants, conditions, products, and yield Reactants: O=C([O-])[O-], CON=Cc1ccc2c(c1)ncn2-c1cccc(Br)c1, CN1CCCC1=O, CO, [K+], [K+], O, c1c[nH]cn1. Yields the product CON=Cc1ccc2c(c1)ncn2-c1cccc(-n2ccnc2)c1. RXN SMILES: [C:26](=[O:27])([O-:28])[O-:29].[CH3:1][O:2][N:3]=[CH:4][c:5]1[cH:6][c:7]2[c:8]([n:9](-[c:12]3[cH:13][c:14]([Br:18])[cH:15][cH:16][cH:17]3)[cH:10][n:11]2)[cH:19][cH:20]1.[CH3:33][N:34]1[CH2:35][CH2:36][CH2:37][C:38]1=[O:39].[CH3:40][OH:41].[K+:30].[K+:31].[OH2:32].[nH:21]1[cH:22][n:23][cH:24][cH:25]1>>[CH3:1][O:2][N:3]=[CH:4][c:5]1[cH:6][c:7]2[c:8]([n:9](-[c:12]3[cH:13][c:14](-[n:21]4[cH:22][n:23][cH:24][cH:25]4)[cH:15][cH:16][cH:17]3)[cH:10][n:11]2)[cH:19][cH:20]1. Reactants: Cl, NO, c1ccncc1, CCCC(c1ccc(C=O)cc1)n1ccnc1. Yields the product CCCC(c1ccc(C=NO)cc1)n1ccnc1. RXN SMILES: [ClH:18].[NH2:19][OH:20].[cH:21]1[cH:22][cH:23][n:24][cH:25][cH:26]1.[n:1]1([CH:6]([CH2:7][CH2:8][CH3:9])[c:10]2[cH:11][cH:12][c:13]([CH:14]=[O:15])[cH:16][cH:17]2)[cH:2][n:3][cH:4][cH:5]1>>[n:1]1([CH:6]([CH2:7][CH2:8][CH3:9])[c:10]2[cH:11][cH:12][c:13]([CH:14]=[N:19][OH:20])[cH:16][cH:17]2)[cH:2][n:3][cH:4][cH:5]1. The reactants are C(C1=CC=CC=C1)Br (benzyl bromide), C([O-])([O-])=O.[K+].[K+] (potassium carbonate), [I-].[Na+] (sodium iodide), BrC1=CC=C(C=C1)O (4-bromophenol). Solvent: CN(C)C=O (DMF). Conditions: time 4 hour. Product: C(C1=CC=CC=C1)OC1=CC=C(C=C1)Br (O-Benzyl-4-bromophenol). Yield: 85.8%. Reaction SMILES: [Br:1][C:2]1[CH:7]=[CH:6][C:5]([OH:8])=[CH:4][CH:3]=1.[CH2:9](Br)[C:10]1[CH:15]=[CH:14][CH:13]=[CH:12][CH:11]=1.C(=O)([O-])[O-].[K+].[K+].[I-].[Na+]>CN(C=O)C>[CH2:9]([O:8][C:5]1[CH:6]=[CH:7][C:2]([Br:1])=[CH:3][CH:4]=1)[C:10]1[CH:15]=[CH:14][CH:13]=[CH:12][CH:11]=1 |f:2.3.4,5.6|. Procedure details: To a solution of 4-bromophenol (20.0 g, 116 mmol) dissolved in DMF (100 ml) were added successively benzyl bromide (13.7 ml, 116 mmol), potassium carbonate (47.9 g, 347 mmol) and sodium iodide (1.7 g, 11.6 mmol), and the mixture was stirred for 4 hr at room temperature. Insoluble material was filtered off and water (500 ml) was added to the obtained filtrate. The precipitate was collected by filtration and the obtained precipitate was dissolved in diethyl ether (300 ml). The mixture was washed w... Reactants: CC1=CC(=NC(=C1)C)N (4,6-dimethyl-2-aminopyridine), C(C(=O)C)CC(C)=O (acetonylacetone). The reagents and catalysts are CC=1C=CC(=CC1)S(=O)(=O)O (p-TsOH). Solvent: C1(=CC=CC=C1)C (toluene). The product is CC=1N(C(=CC1)C)C1=NC(=CC(=C1)C)C (2-(2,5-Dimethyl-1H-pyrrol-1-yl)-4,6-dimethylpyridine). Isolated yield 91.0%. As a reaction SMILES: [CH3:1][C:2]1[CH:7]=[C:6]([CH3:8])[N:5]=[C:4]([NH2:9])[CH:3]=1.[CH2:10]([CH2:14][C:15](=O)[CH3:16])[C:11]([CH3:13])=O>C1(C)C=CC=CC=1.CC1C=CC(S(O)(=O)=O)=CC=1>[CH3:16][C:15]1[N:9]([C:4]2[CH:3]=[C:2]([CH3:1])[CH:7]=[C:6]([CH3:8])[N:5]=2)[C:11]([CH3:13])=[CH:10][CH:14]=1. Reported procedure: To a solution of 4,6-dimethyl-2-aminopyridine (7, 12.2 g, 100 mmol) in toluene (100 mL) was added acetonylacetone (12.3 mL, 105 mmol) and p-TsOH (190 mg, 1.0 mmol). The reaction mixture was heated in a Dean-Stark apparatus under reflux for 6 h. After cooling to room temperature, the mixture was concentrated with a rotary evaporator, and the resulting brown oil was purified by flash column chromatography (EtOAc/hexanes, 1:19-1:9) to give 8 (18.2 g, 91 mmol, 91%) as a pale yellow solid: 1H NMR (50... The reactants are C=C(C)C(=O)Cl, C1CCOC1, CNOC, Cl, c1ccncc1. The product is C=C(C)C(=O)N(C)OC. Reaction SMILES: [C:12]([C:13](=[CH2:14])[CH3:15])(=[O:16])[Cl:17].[CH2:18]1[O:19][CH2:20][CH2:21][CH2:22]1.[CH3:2][O:3][NH:4][CH3:5].[ClH:1].[cH:6]1[cH:7][cH:8][n:9][cH:10][cH:11]1>>[CH3:2][O:3][N:4]([CH3:5])[C:12]([C:13](=[CH2:14])[CH3:15])=[O:16].